This data is from the Open Reaction Database (ORD), a public repository of structured organic reaction records. The task is: describe an organic reaction: reactants, conditions, products, and yield Reactants: ClB(Cl)Cc1ccccc1, Cc1ccccc1, C#C, [Na+], [OH-], O. The product is ClB1C=Cc2ccccc2C1. Reaction SMILES: [CH2:1]([c:2]1[cH:3][cH:4][cH:5][cH:6][cH:7]1)[B:8]([Cl:9])[Cl:10].[CH3:15][c:16]1[cH:17][cH:18][cH:19][cH:20][cH:21]1.[CH:11]#[CH:12].[Na+:14].[OH-:13].[OH2:22]>>[CH2:1]1[c:2]2[c:3]([cH:4][cH:5][cH:6][cH:7]2)[CH:11]=[CH:12][B:8]1[Cl:10]. Starting materials: CC(=O)c1ccc2sc(Cl)nc2c1, CCO, Cl, [K], S. The product is CC(=O)c1ccc2sc(=S)[nH]c2c1. As a reaction SMILES: [C:1]([CH3:2])(=[O:3])[c:4]1[cH:5][cH:6][c:7]2[c:8]([n:9][c:10]([Cl:12])[s:11]2)[cH:13]1.[CH3:17][CH2:18][OH:19].[ClH:16].[K:15].[SH2:14]>>[C:1]([CH3:2])(=[O:3])[c:4]1[cH:5][cH:6][c:7]2[c:8]([nH:9][c:10](=[S:14])[s:11]2)[cH:13]1. The reactants are O=C([O-])[O-], BrCCBr, CN(C)C=O, COc1ccc(F)cc1O, [K+], [K+], O. Product: COc1ccc(F)cc1OCCBr. RXN SMILES: [C:15](=[O:16])([O-:17])[O-:18].[CH2:11]([CH2:12][Br:13])[Br:14].[CH3:22][N:23]([CH3:24])[CH:25]=[O:26].[F:1][c:2]1[cH:3][cH:4][c:5]([O:9][CH3:10])[c:6]([OH:8])[cH:7]1.[K+:19].[K+:20].[OH2:21]>>[F:1][c:2]1[cH:3][cH:4][c:5]([O:9][CH3:10])[c:6]([O:8][CH2:11][CH2:12][Br:13])[cH:7]1. The reactants are CSC=1NC2=C(C=NN(C2=O)CC2=CC=CC3=CC=CC=C23)N1 (2-methylsulphanyl-5-(naphthalen-1-ylmethyl)-3,5-dihydro-imidazo[4,5-d]pyridazin-4-one), C(C1=CC=CC=C1)Br (benzylbromide), C([O-])([O-])=O.[K+].[K+] (potassium carbonate). Solvent: CN(C=O)C (dimethylformamide), O (water). The product is C(C1=CC=CC=C1)N1C(=NC=2C=NN(C(C21)=O)CC2=CC=CC1=CC=CC=C21)SC (3-benzyl-2-methylsulphanyl-5-(naphthalen-1-ylmethyl)-3,5-dihydro-imidazo[4,5-d]pyridazin-4-one). Yield: 54.7%. As a reaction SMILES: [CH3:1][S:2][C:3]1[NH:4][C:5]2[C:10](=[O:11])[N:9]([CH2:12][C:13]3[C:22]4[C:17](=[CH:18][CH:19]=[CH:20][CH:21]=4)[CH:16]=[CH:15][CH:14]=3)[N:8]=[CH:7][C:6]=2[N:23]=1.[CH2:24](Br)[C:25]1[CH:30]=[CH:29][CH:28]=[CH:27][CH:26]=1.C(=O)([O-])[O-].[K+].[K+]>CN(C)C=O.O>[CH2:24]([N:4]1[C:5]2[C:10](=[O:11])[N:9]([CH2:12][C:13]3[C:22]4[C:17](=[CH:18][CH:19]=[CH:20][CH:21]=4)[CH:16]=[CH:15][CH:14]=3)[N:8]=[CH:7][C:6]=2[N:23]=[C:3]1[S:2][CH3:1])[C:25]1[CH:30]=[CH:29][CH:28]=[CH:27][CH:26]=1 |f:2.3.4|. Procedure: A solution of 1.0 g (3.10 mmol) of 2-methylsulphanyl-5-(naphthalen-1-ylmethyl)-3,5-dihydro-imidazo[4,5-d]pyridazin-4-one in 15 ml of dimethylformamide was combined with 547 mg (3.20 mmol) of benzylbromide and then with 442 mg (3.20 mmol) of potassium carbonate and stirred overnight at ambient temperature. Then it was diluted with approx. 40 ml of water and extracted three times with 15 ml of ethyl acetate. The organic extracts were washed with water, dried over sodium sulphate and evaporated dow... Reactants: C(#N)C1=CC=C(C=C1)NC(=O)C1C(C2(C(N1)CC(C)(C)C)C(NC1=C(C(=CC=C12)Cl)F)=O)C1=C(C(=CC=C1)Cl)F (rac-(2′S,3′R,4′S,5′R)-6-chloro-4′-(3-chloro-2-fluoro-phenyl)-2′-(2,2-dimethyl-propyl)-7-fluoro-2-oxo-1,2-dihydro-spiro[indole-3,3′-pyrrolidine]-5′-carboxylic acid (4-cyano-phenyl)-amide), OO (H2O2), [OH-].[Na+] (NaOH). Solvent: CS(=O)C (DMSO). Reaction conditions: temperature 0 celsius, time 1 hour. Product: C(N)(=O)C1=CC=C(C=C1)NC(=O)C1C(C2(C(N1)CC(C)(C)C)C(NC1=C(C(=CC=C12)Cl)F)=O)C1=C(C(=CC=C1)Cl)F (rac-(2′S,3′R,4′S,5′R)-6-chloro-4′-(3-chloro-2-fluoro-phenyl)-2′-(2,2-dimethyl-propyl)-7-fluoro-2-oxo-1,2-dihydro-spiro[indole-3,3′-pyrrolidine]-5′-carboxylic acid (4-carbamoyl-phenyl)-amide). Isolated yield 91.4%. As a reaction SMILES: [C:1]([C:3]1[CH:8]=[CH:7][C:6]([NH:9][C:10]([CH:12]2[NH:16][CH:15]([CH2:17][C:18]([CH3:21])([CH3:20])[CH3:19])[C:14]3([C:29]4[C:24](=[C:25]([F:31])[C:26]([Cl:30])=[CH:27][CH:28]=4)[NH:23][C:22]3=[O:32])[CH:13]2[C:33]2[CH:38]=[CH:37][CH:36]=[C:35]([Cl:39])[C:34]=2[F:40])=[O:11])=[CH:5][CH:4]=1)#[N:2].[OH:41]O.[OH-].[Na+]>CS(C)=O>[C:1]([C:3]1[CH:4]=[CH:5][C:6]([NH:9][C:10]([CH:12]2[NH:16][CH:15]([CH2:17][C:18]([CH3:21])([CH3:20])[CH3:19])[C:14]3([C:29]4[C:24](=[C:25]([F:31])[C:26]([Cl:30])=[CH:27][CH:28]=4)[NH:23][C:22]3=[O:32])[CH:13]2[C:33]2[CH:38]=[CH:37][CH:36]=[C:35]([Cl:39])[C:34]=2[F:40])=[O:11])=[CH:7][CH:8]=1)(=[O:41])[NH2:2] |f:2.3|. Reported procedure: To the solution of rac-(2′S,3′S,4′S,5′R)-6-chloro-4′-(3-chloro-2-fluoro-phenyl)-2′-(2,2-dimethyl-propyl)-7-fluoro-2-oxo-1,2-dihydro-spiro[indole-3,3′-pyrrolidine]-5′-carboxylic acid (4-cyano-phenyl)-amide (0.12 g, 0.2 mmol) prepared in Example 175 in DMSO (2 mL) at 0° C. was added an aqueous solution (30% Aldrich) of H2O2 (0.34 g, 3 mmol), then aqueous solution (1N) of NaOH (1 mL, 1 mmol) was added dropwise. The reaction mixture was stirred at 0° C. for 1 h. The mixture was partitioned between e... The solvent is C1=CC=CC=C1 (benzene), C1(=CC=CC=C1)C (toluene). The reactants are ketones, C1-40 alkyl, [H][H] (hydrogen), aryl, Formula 1, C1-8 alkylaryl, C2-40 alkynyl, Formula 1, [H][H] (hydrogen), C(CO)O (ethylene glycol), C(C)(=O)C1=CC=CC=C1 (acetophenone), [H][H] (hydrogen), C2-40 alkenyl. Product: desired product, CC1(OCCO1)C1=CC=CC=C1 (2-methyl-2-phenyl-1,3-dioxolane). Procedure: Utilising known reaction conditions compounds of Formula 1, where R and R1 are hydrogen or R is hydrogen and R1 is a C1-40 alkyl, C2-40 alkenyl, C2-40 alkynyl, aryl or C1-8 alkylaryl fragment, readily catalyse the ketalisation of ketones. Standard conditions were used to conduct these reactions. For example heating under a Dean and Stark apparatus acetophenone and an excess of ethylene glycol in benzene or toluene in the presence of compounds of Formula 1 where R and R1 are hydrogen gave the des... As a reaction SMILES: [H][H].[C:3]([C:6]1[CH:11]=[CH:10][CH:9]=[CH:8][CH:7]=1)(=[O:5])[CH3:4].[CH2:12](O)[CH2:13][OH:14]>C1C=CC=CC=1.C1(C)C=CC=CC=1>[CH3:4][C:3]1([C:6]2[CH:11]=[CH:10][CH:9]=[CH:8][CH:7]=2)[O:14][CH2:13][CH2:12][O:5]1. Reaction conditions: time 1 hour. Run in CS(=O)C (DMSO), CS(=O)C (DMSO). Yields the product N1(C=NC=C1)C1=C(C#N)C=CC=C1 (2-(1-imidazolyl)benzonitrile). Reaction SMILES: [OH-].[K+].[NH:3]1[CH:7]=[CH:6][N:5]=[CH:4]1.F[C:9]1[CH:16]=[CH:15][CH:14]=[CH:13][C:10]=1[C:11]#[N:12]>CS(C)=O>[N:3]1([C:9]2[CH:16]=[CH:15][CH:14]=[CH:13][C:10]=2[C:11]#[N:12])[CH:7]=[CH:6][N:5]=[CH:4]1 |f:0.1|. Procedure: To a stirred solution of KOH (5.81 g) in DMSO (15 mL) was added imidazole (5.0 g, 73.4 mmol). The mixture was stirred for 1 hour, then 2-fluorobenzonitrile (8.76 mL) in DMSO (10 mL) was added dropwise over 20 minutes. The reaction mixture was stirred at room temperature overnight and the product was collected by filtration and washed with water to afford 10.91 g of 2-(1-imidazolyl)benzonitrile as a white solid. Starting materials: [OH-].[K+] (KOH), N1C=NC=C1 (imidazole), FC1=C(C#N)C=CC=C1 (2-fluorobenzonitrile).